Dataset: the Open Reaction Database (ORD), a public repository of structured organic reaction records. Task: describe an organic reaction: reactants, conditions, products, and yield Reactants: C(=O)(O)CN1C(SCC1=O)=S (3-carboxymethylrhodanine), C(C)(=O)[O-].[Na+] (sodium acetate), C(C)(=O)O (acetic acid), C(C1=CC=CC=C1)=O (benzaldehyde). Solvent: O (water). Yields the product C(=O)(O)CN1C(SC(C1=O)=CC1=CC=CC=C1)=S (3-Carboxymethyl-5-Benzylidenerhodanine). Isolated yield 50.1%. As a reaction SMILES: [C:1]([CH2:4][N:5]1[C:9](=[O:10])[CH2:8][S:7][C:6]1=[S:11])([OH:3])=[O:2].C([O-])(=O)C.[Na+].C(O)(=O)C.[CH:21](=O)[C:22]1[CH:27]=[CH:26][CH:25]=[CH:24][CH:23]=1>O>[C:1]([CH2:4][N:5]1[C:9](=[O:10])[C:8](=[CH:21][C:22]2[CH:27]=[CH:26][CH:25]=[CH:24][CH:23]=2)[S:7][C:6]1=[S:11])([OH:3])=[O:2] |f:1.2|. Procedure details: A mixture of 955 mg of 3-carboxymethylrhodanine, 516 mg of sodium acetate, 10 ml of acetic acid and 637 mg of benzaldehyde was heat-refluxed for 2 hours. To the reaction mixture was added 20 ml of water, and the precipitated crystals were filtered. The resulting crystals were recrystallized from ethanol to obtain 699 mg of the titled compound. The reactants are [N+](=[N-])=C (Diazomethane), C(#N)C1=C(C=C(C=C1)N1C(N(C[C@@H]1C(=O)O)C)=O)C(F)(F)F ((R)-3-(4-cyano-3-(trifluoromethyl)phenyl)-1-methyl-2-oxoimidazolidine-4-carboxylic acid), [Na+].[Cl-] (NaCl). Run in C1CCOC1 (THF). Reaction conditions: time 1 hour. Product: C(#N)C1=C(C=C(C=C1)N1C(N(C[C@@H]1C(=O)OC)C)=O)C(F)(F)F ((R)-Methyl 3-(4-cyano-3-(trifluoromethyl)phenyl)-1-methyl-2oxoimidazolidine-4-carboxylate). Isolated yield 71.8%. As a reaction SMILES: [C:1]([C:3]1[CH:8]=[CH:7][C:6]([N:9]2[C@@H:13]([C:14]([OH:16])=[O:15])[CH2:12][N:11]([CH3:17])[C:10]2=[O:18])=[CH:5][C:4]=1[C:19]([F:22])([F:21])[F:20])#[N:2].[N+](=[CH2:25])=[N-].[Na+].[Cl-]>C1COCC1>[C:1]([C:3]1[CH:8]=[CH:7][C:6]([N:9]2[C@@H:13]([C:14]([O:16][CH3:25])=[O:15])[CH2:12][N:11]([CH3:17])[C:10]2=[O:18])=[CH:5][C:4]=1[C:19]([F:21])([F:22])[F:20])#[N:2] |f:2.3|. Procedure details: To a solution of (R)-3-(4-cyano-3-(trifluoromethyl)phenyl)-1-methyl-2-oxoimidazolidine-4-carboxylic acid (25e) (0.280 g, 0.894 mmol) in THF (10 mL), cooled to 0° C., Diazomethane [prepared from N-Nitrosomethyl urea (0.276 g, 2.68 mmol) and 40% KOH solution (15 mL) in ether (10 mL)] was added under nitrogen atmosphere. The resulting reaction mixture was warmed up to room temperature and stirred for 1 h. After completion (by TLC), the reaction mixture was poured into saturated NaCl solution and ex... The reactants are C(=O)(C(F)(F)F)O (TFA), FC=1N=CC2=CC=C(C=C2C1)C1=NN=C(S1)CC[C@H](CC=1C=NC(=CC1)C(F)(F)F)NC(OC(C)(C)C)=O (tert-butyl (R)-4-(5-(3-fluoroisoquinolin-6-yl)-1,3,4-thiadiazol-2-yl)-1-(6-(trifluoromethyl)pyridin-3-yl)butan-2-ylcarbamate). Solvent: C(Cl)Cl (DCM). Run at time 2 hour. The product is N (NH3), FC=1N=CC2=CC=C(C=C2C1)C1=NN=C(S1)CC[C@H](CC=1C=NC(=CC1)C(F)(F)F)N ((2R)-4-(5-(3-fluoroisoquinolin-6-yl)-1,3,4-thiadiazol-2-yl)-1-(6-(trifluoromethyl)pyridin-3-yl)butan-2-amine). Isolated yield 164.4%. RXN SMILES: C(O)(C(F)(F)F)=O.[F:8][C:9]1[N:10]=[CH:11][C:12]2[C:17]([CH:18]=1)=[CH:16][C:15]([C:19]1[S:23][C:22]([CH2:24][CH2:25][C@@H:26]([NH:38]C(=O)OC(C)(C)C)[CH2:27][C:28]3[CH:29]=[N:30][C:31]([C:34]([F:37])([F:36])[F:35])=[CH:32][CH:33]=3)=[N:21][N:20]=1)=[CH:14][CH:13]=2>C(Cl)Cl>[NH3:10].[F:8][C:9]1[N:10]=[CH:11][C:12]2[C:17]([CH:18]=1)=[CH:16][C:15]([C:19]1[S:23][C:22]([CH2:24][CH2:25][C@@H:26]([NH2:38])[CH2:27][C:28]3[CH:29]=[N:30][C:31]([C:34]([F:35])([F:37])[F:36])=[CH:32][CH:33]=3)=[N:21][N:20]=1)=[CH:14][CH:13]=2. Procedure: TFA (1 mL) was added to a solution of tert-butyl (R)-4-(5-(3-fluoroisoquinolin-6-yl)-1,3,4-thiadiazol-2-yl)-1-(6-(trifluoromethyl)pyridin-3-yl)butan-2-ylcarbamate (85 mg, 155 μmol) in DCM (1 mL), and the mixture was stirred at room temperature for 2 hours. The mixture was concentrated under reduced pressure, and the resulting yellow oil was purified by reversed phase HPLC (Shimadsu Valiant, Phenomenex Gemini C18 5 μm 100×30 mm, 5% to 50% H2O/MeCN, 0.1% TFA) to deliver a colorless oil. The oil wa... Reactants: [BH4-].[Na+] (NaBH4), C(C)OC(=O)C=1SC(=C(C1C1=CC=C(C=C1)C1=C(C=CC=C1)C#N)C#N)S(=O)(=O)C (4-cyano-3-(2′-cyano-biphenyl-4-yl)-5-methanesulfonyl-thiophene-2-carboxylic acid ethyl ester). Solvent: CCO (EtOH). Product: C(C)OC(=O)C=1SC=C(C1C1=CC=C(C=C1)C1=C(C=CC=C1)C#N)C#N (4-Cyano-3-(2′-cyano-biphenyl-4-yl)-thiophene-2-carboxylic acid ethyl ester). Yield: 55.8%. As a reaction SMILES: [BH4-].[Na+].[CH2:3]([O:5][C:6]([C:8]1[S:9][C:10](S(C)(=O)=O)=[C:11]([C:27]#[N:28])[C:12]=1[C:13]1[CH:18]=[CH:17][C:16]([C:19]2[CH:24]=[CH:23][CH:22]=[CH:21][C:20]=2[C:25]#[N:26])=[CH:15][CH:14]=1)=[O:7])[CH3:4]>CCO>[CH2:3]([O:5][C:6]([C:8]1[S:9][CH:10]=[C:11]([C:27]#[N:28])[C:12]=1[C:13]1[CH:14]=[CH:15][C:16]([C:19]2[CH:24]=[CH:23][CH:22]=[CH:21][C:20]=2[C:25]#[N:26])=[CH:17][CH:18]=1)=[O:7])[CH3:4] |f:0.1|. Procedure details: Add NaBH4 (10 mg, 0.26 mmol) to a solution of 4-cyano-3-(2′-cyano-biphenyl-4-yl)-5-methanesulfonyl-thiophene-2-carboxylic acid ethyl ester (95 mg, 0.22 mmol) in 2 mL of EtOH at 0° C. Remove the ice-bath and stir at room temperature. After 30 minutes add another 10 mg of NaBH4 and stir an additional 30 minutes. Remove the solvents in vacuo and extract the residue with 50 mL of 1/9 MeOHJ CH2Cl2. Evaporate and chromatograph over silica gel (100/0 to 90/10 toluene/EtOAc) to give 44 mg (56%) of the t... The reactants are BrCc1ccccc1, Oc1cc(F)c(Cl)cc1Br, O=C([O-])[O-], [Cs+], [Cs+], CN(C)C=O. Product: Fc1cc(OCc2ccccc2)c(Br)cc1Cl. As a reaction SMILES: [Br:17][CH2:18][c:19]1[cH:20][cH:21][cH:22][cH:23][cH:24]1.[Br:1][c:2]1[c:3]([OH:10])[cH:4][c:5]([F:9])[c:6]([Cl:8])[cH:7]1.[C:11](=[O:12])([O-:13])[O-:14].[Cs+:15].[Cs+:16].[O:25]=[CH:26][N:27]([CH3:28])[CH3:29]>>[Br:1][c:2]1[c:3]([O:10][CH2:18][c:19]2[cH:20][cH:21][cH:22][cH:23][cH:24]2)[cH:4][c:5]([F:9])[c:6]([Cl:8])[cH:7]1. Starting materials: COC(=O)CCC(OC)OC, Cl, Cl, Cl, NC1CCC(CCN2CCN(c3nccc4c3CCO4)CC2)CC1. Yields the product COC(CCC(=O)NC1CCC(CCN2CCN(c3nccc4c3CCO4)CC2)CC1)OC. RXN SMILES: [CH3:28][O:29][CH:30]([CH2:31][CH2:32][C:33](=[O:34])[O:35][CH3:36])[O:37][CH3:38].[ClH:1].[ClH:2].[ClH:3].[O:4]1[CH2:5][CH2:6][c:7]2[c:8]([N:13]3[CH2:14][CH2:15][N:16]([CH2:19][CH2:20][CH:21]4[CH2:22][CH2:23][CH:24]([NH2:27])[CH2:25][CH2:26]4)[CH2:17][CH2:18]3)[n:9][cH:10][cH:11][c:12]21>>[O:4]1[CH2:5][CH2:6][c:7]2[c:8]([N:13]3[CH2:14][CH2:15][N:16]([CH2:19][CH2:20][CH:21]4[CH2:22][CH2:23][CH:24]([NH:27][C:33]([CH2:32][CH2:31][CH:30]([O:29][CH3:28])[O:37][CH3:38])=[O:34])[CH2:25][CH2:26]4)[CH2:17][CH2:18]3)[n:9][cH:10][cH:11][c:12]21.